This data is from the Open Reaction Database (ORD), a public repository of structured organic reaction records. The task is: describe an organic reaction: reactants, conditions, products, and yield The reactants are intermediate 7a, O=C(CC(=O)OC)[C@H](C)C1=CC=C(C=C1)NC=1SC=C(N1)C(F)(F)F (methyl (4R)-3-oxo-4-(4-{[4-(trifluoromethyl)-1,3-thiazol-2-yl]amino}phenyl)pentanoate), [OH-].[Na+] (NaOH), Cl.NO (hydroxylamine hydrochloride), [OH-].[Na+] (NaOH), Cl (HCl). Solvent: CO (CH3OH), CO (CH3OH), CO.O (CH3OH water). Run at temperature 80 celsius, time 10 minute. The product is FC(C=1N=C(SC1)NC1=CC=C(C=C1)[C@@H](C)C1=CC(=NO1)O)(F)F (5-[(1R)-1-(4-{[4-(trifluoromethyl)-1,3-thiazol-2-yl]amino}phenyl)ethyl]isoxazol-3-ol). Isolated yield 57.0%. Reaction SMILES: [O:1]=[C:2]([C@@H:8]([C:10]1[CH:15]=[CH:14][C:13]([NH:16][C:17]2[S:18][CH:19]=[C:20]([C:22]([F:25])([F:24])[F:23])[N:21]=2)=[CH:12][CH:11]=1)[CH3:9])[CH2:3][C:4](OC)=[O:5].[OH-].[Na+].Cl.[NH2:29]O.Cl>CO.CO.O>[F:23][C:22]([F:24])([F:25])[C:20]1[N:21]=[C:17]([NH:16][C:13]2[CH:12]=[CH:11][C:10]([C@H:8]([C:2]3[O:1][N:29]=[C:4]([OH:5])[CH:3]=3)[CH3:9])=[CH:15][CH:14]=2)[S:18][CH:19]=1 |f:1.2,3.4,7.8|. Procedure details: To a cooled (−30° C.) solution of the intermediate 7a, methyl (4R)-3-oxo-4-(4-{[4-(trifluoromethyl)-1,3-thiazol-2-yl]amino}phenyl)pentanoate, (372 mg, 1 mmol) in CH3OH (0.5 ml), a solution of NaOH (42 mg, 1.05 mmol) in CH3OH (4 ml) was added by dripping. The resulting mixture was stirred for 10 min, then a mixture of hydroxylamine hydrochloride (133 mg, 2 mmol) and NaOH (83 mg, 2 mmol) in CH3OH/water (4 ml/0.5 ml) was added at the same temperature. After stirring for 2 h at −30° C., the reaction... The reactants are ClCc1ccccn1, Cc1cc(Nc2ncnc3cccc(OCC(C)N(C)C(=O)CO)c23)ccc1O. Product: Cc1cc(Nc2ncnc3cccc(OCC(C)N(C)C(=O)CO)c23)ccc1OCc1ccccn1. As a reaction SMILES: [Cl:1][CH2:2][c:3]1[n:4][cH:5][cH:6][cH:7][cH:8]1.[OH:9][CH2:10][C:11](=[O:12])[N:13]([CH3:14])[CH:15]([CH2:16][O:17][c:18]1[c:19]2[c:20]([NH:28][c:29]3[cH:30][c:31]([CH3:36])[c:32]([OH:35])[cH:33][cH:34]3)[n:21][cH:22][n:23][c:24]2[cH:25][cH:26][cH:27]1)[CH3:37]>>[CH2:2]([c:3]1[n:4][cH:5][cH:6][cH:7][cH:8]1)[O:35][c:32]1[c:31]([CH3:36])[cH:30][c:29]([NH:28][c:20]2[c:19]3[c:18]([O:17][CH2:16][CH:15]([N:13]([C:11]([CH2:10][OH:9])=[O:12])[CH3:14])[CH3:37])[cH:27][cH:26][cH:25][c:24]3[n:23][cH:22][n:21]2)[cH:34][cH:33]1. Reactants: O1CCC(C2=CC=CC=C12)=O (4-chromanone), [N+](=O)(O)[O-] (nitric acid), ice water. Reaction conditions: time 30 minute. Yields the product [N+](=O)([O-])C=1C=C2C(CCOC2=CC1)=O (6-nitro-4-chromanone). Reaction SMILES: [O:1]1[C:10]2[C:5](=[CH:6][CH:7]=[CH:8][CH:9]=2)[C:4](=[O:11])[CH2:3][CH2:2]1.[N+:12]([O-])([OH:14])=[O:13]>>[N+:12]([C:7]1[CH:6]=[C:5]2[C:10](=[CH:9][CH:8]=1)[O:1][CH2:2][CH2:3][C:4]2=[O:11])([O-:14])=[O:13]. Reported procedure: Fuming nitric acid (200 ml) was cooled to from -30° to -35° C. and 4-chromanone (29.0 g) was added with stirring over 30 minutes. The mixture was further stirred for 30 minutes at the intact temperature and successively poured into ice water. The resulting mixture was extracted with ethyl acetate (2,500 ml). The organic layer was dried with anhydrous magnesium sulfate and the solvent was distilled off under reduced pressure to obtain the crude product as a yellow solid. The crude product was was... Reaction SMILES: [C:21](=[O:22])([O-:23])[O-:24].[CH3:27][CH2:28][NH2:29].[Cs+:25].[Cs+:26].[I:1][c:2]1[c:3]([CH3:20])[c:4]([C:5](=[O:6])[O:7][C:8]([CH3:9])([CH3:10])[CH3:11])[cH:12][c:13]([CH3:19])[c:14]1[C:15](=[O:16])[O:17][CH3:18].[O:30]1[CH2:31][CH2:32][O:33][CH2:34][CH2:35]1.[O:38]=[C:39]([CH:40]=[CH:41][c:42]1[cH:43][cH:44][cH:45][cH:46][cH:47]1)[CH:48]=[CH:49][c:50]1[cH:51][cH:52][cH:53][cH:54][cH:55]1.[O:56]=[C:57]([CH:58]=[CH:59][c:60]1[cH:61][cH:62][cH:63][cH:64][cH:65]1)[CH:66]=[CH:67][c:68]1[cH:69][cH:70][cH:71][cH:72][cH:73]1.[O:74]=[C:75]([CH:76]=[CH:77][c:78]1[cH:79][cH:80][cH:81][cH:82][cH:83]1)[CH:84]=[CH:85][c:86]1[cH:87][cH:88][cH:89][cH:90][cH:91]1.[Pd:36].[Pd:37]>>[c:2]1([NH:29][CH2:28][CH3:27])[c:3]([CH3:20])[c:4]([C:5](=[O:6])[O:7][C:8]([CH3:9])([CH3:10])[CH3:11])[cH:12][c:13]([CH3:19])[c:14]1[C:15](=[O:16])[O:17][CH3:18]. Product: CCNc1c(C)c(C(=O)OC(C)(C)C)cc(C)c1C(=O)OC. Starting materials: O=C([O-])[O-], CCN, [Cs+], [Cs+], COC(=O)c1c(C)cc(C(=O)OC(C)(C)C)c(C)c1I, C1COCCO1, O=C(C=Cc1ccccc1)C=Cc1ccccc1, O=C(C=Cc1ccccc1)C=Cc1ccccc1, O=C(C=Cc1ccccc1)C=Cc1ccccc1, [Pd], [Pd]. The reactants are C[Si](OC1=NC=CC(=C1)O[Si](C)(C)C)(C)C (2,4-bis(trimethylsilyloxy)-pyridine), C(CCCC)(=O)Cl (n-pentanoyl chloride). Yields the product C(CCCC)(=O)OC1=CC(NC=C1)=O (4-(n-pentanoyloxy)-2-pyridone). Isolated yield 41.0%. As a reaction SMILES: C[Si](C)(C)[O:3][C:4]1[CH:9]=[C:8]([O:10][Si](C)(C)C)[CH:7]=[CH:6][N:5]=1.[C:17](Cl)(=[O:22])[CH2:18][CH2:19][CH2:20][CH3:21]>>[C:17]([O:10][C:8]1[CH:7]=[CH:6][NH:5][C:4](=[O:3])[CH:9]=1)(=[O:22])[CH2:18][CH2:19][CH2:20][CH3:21]. Reported procedure: The general procedure of Example 31 was followed using 1.00 g of 2,4-bis(trimethylsilyloxy)-pyridine and 1.02 ml of n-pentanoyl chloride, thereby giving 310 mg of the title compound in a yield of 41%.